Dataset: the Open Reaction Database (ORD), a public repository of structured organic reaction records. Task: describe an organic reaction: reactants, conditions, products, and yield Reactants: C[N+]1(CC[C@]23[C@@H]4C(=O)CC[C@]2([C@H]1CC5=C3C(=C(C=C5)O)O4)O)CC6CC6.[Br-].[I-] (N-Methylnaltrexone Bromide Iodide), CO (methanol). Solvent: O (water), O (water). Yields the product C[N+]1(CC[C@]23[C@@H]4C(=O)CC[C@]2([C@H]1CC5=C3C(=C(C=C5)O)O4)O)CC6CC6.[Br-] (N-Methylnaltrexone Bromide). Reaction SMILES: [CH3:1][N+:2]1([CH2:23][CH:24]2[CH2:26][CH2:25]2)[C@@H:12]2[CH2:13][C:14]3[CH:19]=[CH:18][C:17]([OH:20])=[C:16]4[O:21][C@H:6]5[C:7]([CH2:9][CH2:10][C@:11]2([OH:22])[C@:5]5([C:15]=34)[CH2:4][CH2:3]1)=[O:8].[Br-:27].[I-].CO>O>[CH3:1][N+:2]1([CH2:23][CH:24]2[CH2:26][CH2:25]2)[C@@H:12]2[CH2:13][C:14]3[CH:19]=[CH:18][C:17]([OH:20])=[C:16]4[O:21][C@H:6]5[C:7]([CH2:9][CH2:10][C@:11]2([OH:22])[C@:5]5([C:15]=34)[CH2:4][CH2:3]1)=[O:8].[Br-:27] |f:0.1.2,5.6|. Procedure details: The foam (4) (597 mg) was dispersed in water (6 ml)/methanol (2 ml). Some dark oil remained undissolved. The clear supernatant liquid was decanted and applied to the prepared anion exchange resin column. The residue was washed twice with methanol (0.2 ml)/water (3 ml). The supernatant liquors were applied to the column. The column was eluted with 4.2 L of sterile water and fractions of ˜20 ml were collected. The presence of N-Methylnaltrexone salt was detected by liquid chromatography/mass spect...